describe an organic reaction: reactants, conditions, products, and yield From a dataset of the Open Reaction Database (ORD), a public repository of structured organic reaction records. The reactants are Nc1ccc2nc(Br)sc2c1, C1CCOC1, COc1ccc(B(O)O)cn1, [Na+], [Na+], O=C([O-])[O-], O. Product: COc1ccc(-c2nc3ccc(N)cc3s2)cn1. As a reaction SMILES: [Br:1][c:2]1[s:3][c:4]2[c:5]([n:6]1)[cH:7][cH:8][c:9]([NH2:11])[cH:10]2.[CH2:29]1[O:30][CH2:31][CH2:32][CH2:33]1.[CH3:12][O:13][c:14]1[n:15][cH:16][c:17]([B:20]([OH:21])[OH:22])[cH:18][cH:19]1.[Na+:23].[Na+:24].[O-:25][C:26](=[O:27])[O-:28].[OH2:34]>>[c:2]1(-[c:17]2[cH:16][n:15][c:14]([O:13][CH3:12])[cH:19][cH:18]2)[s:3][c:4]2[c:5]([n:6]1)[cH:7][cH:8][c:9]([NH2:11])[cH:10]2. Product: CC(=O)N1CCC(C(=O)N2CCC(N(C)C(=O)c3cc(C(F)(F)F)cc(C(F)(F)F)c3)C(c3ccc(F)c(Cl)c3)C2)CC1. RXN SMILES: [C:34]([CH3:35])(=[O:36])[N:37]1[CH2:38][CH2:39][CH:40]([C:43](=[O:44])[OH:45])[CH2:41][CH2:42]1.[Cl:2][c:3]1[cH:4][c:5]([CH:10]2[CH2:11][NH:12][CH2:13][CH2:14][CH:15]2[N:16]([C:17]([c:18]2[cH:19][c:20]([C:28]([F:29])([F:30])[F:31])[cH:21][c:22]([C:24]([F:25])([F:26])[F:27])[cH:23]2)=[O:32])[CH3:33])[cH:6][cH:7][c:8]1[F:9].[ClH:1]>>[Cl:2][c:3]1[cH:4][c:5]([CH:10]2[CH2:11][N:12]([C:43]([CH:40]3[CH2:39][CH2:38][N:37]([C:34]([CH3:35])=[O:36])[CH2:42][CH2:41]3)=[O:44])[CH2:13][CH2:14][CH:15]2[N:16]([C:17]([c:18]2[cH:19][c:20]([C:28]([F:29])([F:30])[F:31])[cH:21][c:22]([C:24]([F:25])([F:26])[F:27])[cH:23]2)=[O:32])[CH3:33])[cH:6][cH:7][c:8]1[F:9]. Starting materials: CC(=O)N1CCC(C(=O)O)CC1, CN(C(=O)c1cc(C(F)(F)F)cc(C(F)(F)F)c1)C1CCNCC1c1ccc(F)c(Cl)c1, Cl. The reactants are [Li]N([Si](C)(C)C)[Si](C)(C)C (LiN(TMS)2), C(C)(C)(C)N1N=C(C=2C=CC=3C=NC(=NC3C21)SC)C(=O)OCC (Ethyl 1-tert-butyl-8-(methylsulfanyl)-1H-pyrazolo[4,3-h]quinazoline-3-carboxylate), [Cl-].[NH4+] (ammonium chloride). The solvent is C1CCOC1 (THF), C1CCOC1 (THF). Conditions: temperature 0 celsius, time 2 hour. Product: C(C)(C)(C)N1N=C(C=2C=CC=3C=NC(=NC3C21)SC)C(=O)N (1-tert-butyl-8-(methylsulfanyl)-1H-pyrazolo[4,3-h]quinazoline-3-carboxamide), NC1=NC(=NC=2C3=C(C=CC12)C(=NN3C(C)(C)C)C(=O)N)SC (6-amino-1-tert-butyl-8-(methylsulfanyl)-1H-pyrazolo[4,3-h]quinazoline-3-carboxamide). Yield: 6.0%. As a reaction SMILES: [C:1]([N:5]1[C:17]2[C:16]3[N:15]=[C:14]([S:18][CH3:19])[N:13]=[CH:12][C:11]=3[CH:10]=[CH:9][C:8]=2[C:7]([C:20]([O:22]CC)=O)=[N:6]1)([CH3:4])([CH3:3])[CH3:2].[Cl-].[NH4+:26].[Li][N:28]([Si](C)(C)C)[Si](C)(C)C>C1COCC1>[C:1]([N:5]1[C:17]2[C:16]3[N:15]=[C:14]([S:18][CH3:19])[N:13]=[CH:12][C:11]=3[CH:10]=[CH:9][C:8]=2[C:7]([C:20]([NH2:28])=[O:22])=[N:6]1)([CH3:2])([CH3:4])[CH3:3].[NH2:26][C:12]1[C:11]2[CH:10]=[CH:9][C:8]3[C:7]([C:20]([NH2:28])=[O:22])=[N:6][N:5]([C:1]([CH3:2])([CH3:3])[CH3:4])[C:17]=3[C:16]=2[N:15]=[C:14]([S:18][CH3:19])[N:13]=1 |f:1.2|. Procedure details: Ethyl 1-tert-butyl-8-(methylsulfanyl)-1H-pyrazolo[4,3-h]quinazoline-3-carboxylate (170 mg 0.494 mmol) was suspended in 4 ml of anhydrous THF and ammonium chloride (80 mg 1.48 mmol) was added. The reaction mixture was cooled to 0° C. and LiN(TMS)2 1M in THF (3 ml, 3 mmol) was added; the reaction was stirred for 2 hours. The solvent was then evaporated to dryness, the residue suspended in water and filtered. The crude was purified via silica gel column chromatography eluting with DCM/MeOH 97/3 to ...